From a dataset of the Open Reaction Database (ORD), a public repository of structured organic reaction records. describe an organic reaction: reactants, conditions, products, and yield Starting materials: COC(=O)C1=CC=C2C(CCOC2=C1)=O (4-oxochromane-7-carboxylic acid methyl ester), [BH4-].[Na+] (sodium borohydride). Product: COC(=O)C1=CC=C2C(CCOC2=C1)O (4-hydroxychromane-7-carboxylic acid methyl ester). The yield is 106.1%. RXN SMILES: [CH3:1][O:2][C:3]([C:5]1[CH:14]=[C:13]2[C:8]([C:9](=[O:15])[CH2:10][CH2:11][O:12]2)=[CH:7][CH:6]=1)=[O:4].[BH4-].[Na+]>>[CH3:1][O:2][C:3]([C:5]1[CH:14]=[C:13]2[C:8]([CH:9]([OH:15])[CH2:10][CH2:11][O:12]2)=[CH:7][CH:6]=1)=[O:4] |f:1.2|. Procedure: By a similar reaction operation as in Starting Material Synthetic Example 1 using 4-oxochromane-7-carboxylic acid methyl ester (1.4 g) synthesized according to a known method and sodium borohydride (0.26 g), the objective 4-hydroxychromane-7-carboxylic acid methyl ester (1.5 g) was obtained as a colorless oil. The reactants are C(C)(=O)OCC (ethyl acetate), C(C)(C)(C)OC(=O)NC1=CC=C(C2=CC=CC=C12)O (N-tert-butyloxycarbonyl-4-amino-1-naphthol), C([O-])([O-])=O.[K+].[K+] (potassium carbonate), BrCCCl (1-bromo-2-chloroethane). Run in C(C)#N (acetonitrile). Yields the product C(C)(C)(C)OC(NC1=CC=C(C2=CC=CC=C12)OCCCl)=O ([4-(2-chloro-ethoxy)-naphthalen-1-yl]-carbamic acid tert-butyl ester). Isolated yield 58.3%. Reaction SMILES: [C:1]([O:5][C:6]([NH:8][C:9]1[C:18]2[C:13](=[CH:14][CH:15]=[CH:16][CH:17]=2)[C:12]([OH:19])=[CH:11][CH:10]=1)=[O:7])([CH3:4])([CH3:3])[CH3:2].C(=O)([O-])[O-].[K+].[K+].Br[CH2:27][CH2:28][Cl:29].C(OCC)(=O)C>C(#N)C>[C:1]([O:5][C:6](=[O:7])[NH:8][C:9]1[C:18]2[C:13](=[CH:14][CH:15]=[CH:16][CH:17]=2)[C:12]([O:19][CH2:27][CH2:28][Cl:29])=[CH:11][CH:10]=1)([CH3:4])([CH3:2])[CH3:3] |f:1.2.3|. Procedure details: N-tert-butyloxycarbonyl-4-amino-1-naphthol (2.0 g, 7.72 mmol), potassium carbonate (5.34 g, 38.6 mmol) and 1-bromo-2-chloroethane (1.28 ml, 15.4 mmol) are heated to 80° C. in anhydrous acetonitrile (40 ml) under a nitrogen atmosphere for 1 day. The mixture is poured into ethyl acetate (250 ml) and washed with water (500 ml). The aqueous layer is re-extracted with ethyl acetate (2×100 ml), the organic layers combined and dried over anhydrous sodium sulfate. The organic layers are evaporated to dr... Reactants: COC(C(OC1=CC2=C(C3=NC(=CN3CCO2)C=2N(N=CN2)C(C)C)C=C1)C1CC1)=O (cyclopropyl-[2-(2-isopropyl-2H-[1,2,4]triazol-3-yl)-4,5-dihydro-6-oxa-1,3a-diaza-benzo[e]azulen-8-yloxy]-acetic acid methyl ester), N (ammonia). The solvent is CO (methanol). Yields the product C1(CC1)C(C(=O)N)OC1=CC2=C(C=3N(CCO2)C=C(N3)C3=NC=NN3C(C)C)C=C1 (2-cyclopropyl-2-(2-(1-isopropyl-1H-1,2,4-triazol-5-yl)-5,6-dihydrobenzo[f]imidazo[1,2-d][1,4]oxazepin-9-yloxy)acetamide). Isolated yield 50.0%. As a reaction SMILES: C[O:2][C:3](=O)[CH:4]([CH:28]1[CH2:30][CH2:29]1)[O:5][C:6]1[CH:27]=[CH:26][C:9]2[C:10]3[N:14]([CH2:15][CH2:16][O:17][C:8]=2[CH:7]=1)[CH:13]=[C:12]([C:18]1[N:19]([CH:23]([CH3:25])[CH3:24])[N:20]=[CH:21][N:22]=1)[N:11]=3.[NH3:32]>CO>[CH:28]1([CH:4]([O:5][C:6]2[CH:27]=[CH:26][C:9]3[C:10]4[N:14]([CH:13]=[C:12]([C:18]5[N:19]([CH:23]([CH3:25])[CH3:24])[N:20]=[CH:21][N:22]=5)[N:11]=4)[CH2:15][CH2:16][O:17][C:8]=3[CH:7]=2)[C:3]([NH2:32])=[O:2])[CH2:29][CH2:30]1. Reported procedure: A solution of cyclopropyl-[2-(2-isopropyl-2H-[1,2,4]triazol-3-yl)-4,5-dihydro-6-oxa-1,3a-diaza-benzo[e]azulen-8-yloxy]-acetic acid methyl ester (0.068 g, 0.16 mmol) and 7M ammonia in methanol (20 mL) was stirred at RT for 18 h then concentrated in vacuo. The resultant residue was subjected to flash chromatography (SiO2, gradient 0 to 10% methanol in ethyl acetate) to give 549 (0.033 g, 50%). LCMS: RT=3.52 min, [M+H]+=409. 1H NMR 400 MHz (DMSO-d6): δ 8.28 (1H, d, J=8.97 Hz), 7.89 (1H, d, J=0.64 H...